From a dataset of the Open Reaction Database (ORD), a public repository of structured organic reaction records. describe an organic reaction: reactants, conditions, products, and yield Starting materials: BrCC(=O)OCC (ethyl bromoacetate), C(=O)([O-])[O-].[K+].[K+] (K2CO3), C1(=CC=CC2=CC=CC=C12)O (naphthalen-1-ol). Run in CC#N (MeCN). Reaction conditions: temperature 80 celsius, time 4 hour. The product is C1(=CC=CC2=CC=CC=C12)OCC(=O)OCC (ethyl 2-(naphthalen-1-yloxy)acetate). Isolated yield 95.0%. As a reaction SMILES: [C:1]1([OH:11])[C:10]2[C:5](=[CH:6][CH:7]=[CH:8][CH:9]=2)[CH:4]=[CH:3][CH:2]=1.Br[CH2:13][C:14]([O:16][CH2:17][CH3:18])=[O:15].C([O-])([O-])=O.[K+].[K+]>CC#N>[C:1]1([O:11][CH2:13][C:14]([O:16][CH2:17][CH3:18])=[O:15])[C:10]2[C:5](=[CH:6][CH:7]=[CH:8][CH:9]=2)[CH:4]=[CH:3][CH:2]=1 |f:2.3.4|. Procedure details: To a stirred mixture of naphthalen-1-ol (196 mg, 1.35 mmol) in MeCN (5 mL) was added ethyl bromoacetate (269 mg, 1.62 mmol) and K2CO3 (372 mg, 2.70 mmol). The mixture was stirred at 80° C. for 4 hours. The mixture was filtered and the filtrate concentrated. The residue was used directly for the next step without further purification (300 mg, Yield 95%).